From a dataset of the Open Reaction Database (ORD), a public repository of structured organic reaction records. describe an organic reaction: reactants, conditions, products, and yield Procedure: 10.1 g (0.033 mole) of 4-(4-(5-methyl-1,3,4-oxadiazol-2-yl)-methoxy-phenyl)-4-oxo-3-methyl-butyric acid and 2.1 ml (0.043 mole) of hydrazine hydrate are stirred in 100 ml of ethanol at 50° C. for 1 hour. After addition of a mixture of diethyl ether/ligroin until cloudiness results, the product crystallises out. After filtering off with suction, the product is recrystallised from 500 ml of isopropanol. Reactants: CC1=NN=C(O1)C1=CC(=C(C=C1)C(C(CC(=O)O)C)=O)OC (4-(4-(5-methyl-1,3,4-oxadiazol-2-yl)-methoxy-phenyl)-4-oxo-3-methyl-butyric acid), O.NN (hydrazine hydrate), diethyl ether ligroin. Run in C(C)O (ethanol). Reaction SMILES: [CH3:1][C:2]1[O:6][C:5]([C:7]2[CH:12]=[CH:11][C:10]([C:13](=O)[CH:14]([CH3:19])[CH2:15][C:16](O)=[O:17])=[C:9]([O:21][CH3:22])[CH:8]=2)=[N:4][N:3]=1.O.[NH2:24][NH2:25]>C(O)C>[CH3:1][C:2]1[O:6][C:5]([C:7]2[CH:12]=[CH:11][C:10]([C:13]3[CH:14]([CH3:19])[CH2:15][C:16](=[O:17])[NH:24][N:25]=3)=[C:9]([O:21][CH3:22])[CH:8]=2)=[N:4][N:3]=1 |f:1.2|. The product is CC1=NN=C(O1)C1=CC(=C(C=C1)C=1C(CC(NN1)=O)C)OC (6-(4-(5-Methyl-1,3,4-oxadiazol-2-yl)-methoxy-phenyl)-5-methyl-4,5-dihydro-3(2H)-pyridazinone). The reactants are CN(C)C=O, O=C(CCl)CCc1ccc(Cl)cc1, O, c1c[nH]cn1. Yields the product O=C(CCc1ccc(Cl)cc1)Cn1ccnc1. As a reaction SMILES: [CH3:20][N:21]([CH3:22])[CH:23]=[O:24].[Cl:1][CH2:2][C:3]([CH2:4][CH2:5][c:6]1[cH:7][cH:8][c:9]([Cl:12])[cH:10][cH:11]1)=[O:13].[OH2:19].[nH:14]1[cH:15][n:16][cH:17][cH:18]1>>[CH2:2]([C:3]([CH2:4][CH2:5][c:6]1[cH:7][cH:8][c:9]([Cl:12])[cH:10][cH:11]1)=[O:13])[n:14]1[cH:15][n:16][cH:17][cH:18]1. Reactants: CCc1cc2ccccc2o1, CCc1oc2ccccc2c1S(=O)(=O)c1ccc(OC)cc1, COc1ccc(S(=O)(=O)Cl)cc1. Yields the product CCc1oc2ccccc2c1S(=O)(=O)c1ccc(O)cc1. RXN SMILES: [CH2:1]([c:2]1[o:3][c:4]2[cH:5][cH:6][cH:7][cH:8][c:9]2[cH:10]1)[CH3:11].[CH2:24]([CH3:25])[c:26]1[o:27][c:28]2[c:29]([c:30]1[S:31](=[O:32])(=[O:33])[c:34]1[cH:35][cH:36][c:37]([O:40][CH3:41])[cH:38][cH:39]1)[cH:42][cH:43][cH:44][cH:45]2.[CH3:12][O:13][c:14]1[cH:15][cH:16][c:17]([S:18]([Cl:19])(=[O:20])=[O:21])[cH:22][cH:23]1>>[CH2:24]([CH3:25])[c:26]1[o:27][c:28]2[c:29]([c:30]1[S:31](=[O:32])(=[O:33])[c:34]1[cH:35][cH:36][c:37]([OH:40])[cH:38][cH:39]1)[cH:42][cH:43][cH:44][cH:45]2. Product: C(N)(=O)COC1=CC=C(NC2=NC=NC(=C2)NC2=CC(=CC=C2)C)C=C1 (4-[4'-(carbamoylmethoxy)anilino]6-(3'-methylanilino)pyrimidine). As a reaction SMILES: Cl[C:2]1[CH:7]=[C:6]([NH:8][C:9]2[CH:14]=[CH:13][CH:12]=[C:11]([CH3:15])[CH:10]=2)[N:5]=[CH:4][N:3]=1.[C:16]([CH2:19][O:20][C:21]1[CH:27]=[CH:26][C:24]([NH2:25])=[CH:23][CH:22]=1)(=[O:18])[NH2:17]>>[C:16]([CH2:19][O:20][C:21]1[CH:27]=[CH:26][C:24]([NH:25][C:2]2[CH:7]=[C:6]([NH:8][C:9]3[CH:14]=[CH:13][CH:12]=[C:11]([CH3:15])[CH:10]=3)[N:5]=[CH:4][N:3]=2)=[CH:23][CH:22]=1)(=[O:18])[NH2:17]. Yield: 30.0%. Reported procedure: Using an analogous procedure to that described in Example 13, 4-chloro-6-(3'-methylanilino)pyrimidine (0.23 g) was reacted with 4-(carbamoylmethoxy)aniline to give 4-[4'-(carbamoylmethoxy)anilino]6-(3'-methylanilino)pyrimidine in 30% yield, m.p. 212°-215° C.; Starting materials: ClC1=NC=NC(=C1)NC1=CC(=CC=C1)C (4-chloro-6-(3'-methylanilino)pyrimidine), C(N)(=O)COC1=CC=C(N)C=C1 (4-(carbamoylmethoxy)aniline). Reported procedure: The title compound, white solid, MS: m/e=413.2 [(M+H)+], was prepared in accordance with the general method of example 5 from cis-2-pyrrolidin-1-yl-cyclopentylamine (intermediate Q) and 2-fluoro-4,6-bis-trifluoromethyl-benzoic acid. Yields the product FC1=C(C(=O)N[C@H]2[C@H](CCC2)N2CCCC2)C(=CC(=C1)C(F)(F)F)C(F)(F)F (cis-2-Fluoro-N-(2-pyrrolidin-1-yl-cyclopentyl)-4,6-bis-trifluoromethyl-benzamide). Starting materials: N1(CCCC1)[C@@H]1[C@@H](CCC1)N (cis-2-pyrrolidin-1-yl-cyclopentylamine), N1(CCCC1)[C@@H]1[C@@H](CCC1)N (cis-2-pyrrolidin-1-yl-cyclopentylamine), FC1=C(C(=O)O)C(=CC(=C1)C(F)(F)F)C(F)(F)F (2-fluoro-4,6-bis-trifluoromethyl-benzoic acid). Reaction SMILES: [N:1]1([C@H:6]2[CH2:10][CH2:9][CH2:8][C@H:7]2[NH2:11])[CH2:5][CH2:4][CH2:3][CH2:2]1.[F:12][C:13]1[CH:21]=[C:20]([C:22]([F:25])([F:24])[F:23])[CH:19]=[C:18]([C:26]([F:29])([F:28])[F:27])[C:14]=1[C:15](O)=[O:16]>>[F:12][C:13]1[CH:21]=[C:20]([C:22]([F:24])([F:25])[F:23])[CH:19]=[C:18]([C:26]([F:27])([F:28])[F:29])[C:14]=1[C:15]([NH:11][C@@H:7]1[CH2:8][CH2:9][CH2:10][C@@H:6]1[N:1]1[CH2:2][CH2:3][CH2:4][CH2:5]1)=[O:16]. The product is O=C(O)C(F)(F)F, COc1ccc2ccc(S(=O)(=O)NC3CCN(Cc4cc(C=NN)ccc4OCC(=O)O)C3=O)cc2c1. As a reaction SMILES: [CH3:48][CH2:49][OH:50].[CH3:8][O:9][C:10]([CH2:11][O:12][c:13]1[c:14]([CH2:22][N:23]2[C:24](=[O:44])[CH:25]([NH:28][S:29](=[O:30])(=[O:31])[c:32]3[cH:33][c:34]4[cH:35][c:36]([O:42][CH3:43])[cH:37][cH:38][c:39]4[cH:40][cH:41]3)[CH2:26][CH2:27]2)[cH:15][c:16]([CH:19]=[N:20][NH2:21])[cH:17][cH:18]1)=[O:45].[F:1][C:2]([C:3](=[O:4])[OH:5])([F:6])[F:7].[Na+:47].[OH-:46]>>[F:1][C:2]([C:3](=[O:4])[OH:5])([F:6])[F:7].[O:9]=[C:10]([CH2:11][O:12][c:13]1[c:14]([CH2:22][N:23]2[C:24](=[O:44])[CH:25]([NH:28][S:29](=[O:30])(=[O:31])[c:32]3[cH:33][c:34]4[cH:35][c:36]([O:42][CH3:43])[cH:37][cH:38][c:39]4[cH:40][cH:41]3)[CH2:26][CH2:27]2)[cH:15][c:16]([CH:19]=[N:20][NH2:21])[cH:17][cH:18]1)[OH:45]. Reactants: CCO, COC(=O)COc1ccc(C=NN)cc1CN1CCC(NS(=O)(=O)c2ccc3ccc(OC)cc3c2)C1=O, O=C(O)C(F)(F)F, [Na+], [OH-]. Starting materials: CCOC(C)=O, O=C(OCc1ccccc1)C1CCCc2c1c1ccccc1n2C(=O)c1ccc(Cl)cc1. The product is O=C(O)C1CCCc2c1c1ccccc1n2C(=O)c1ccc(Cl)cc1. Reaction SMILES: [CH3:33][CH2:34][O:35][C:36](=[O:37])[CH3:38].[Cl:1][c:2]1[cH:3][cH:4][c:5]([C:6](=[O:7])[n:8]2[c:9]3[cH:10][cH:11][cH:12][cH:13][c:14]3[c:15]3[c:20]2[CH2:19][CH2:18][CH2:17][CH:16]3[C:21](=[O:22])[O:23][CH2:24][c:25]2[cH:26][cH:27][cH:28][cH:29][cH:30]2)[cH:31][cH:32]1>>[Cl:1][c:2]1[cH:3][cH:4][c:5]([C:6](=[O:7])[n:8]2[c:9]3[cH:10][cH:11][cH:12][cH:13][c:14]3[c:15]3[c:20]2[CH2:19][CH2:18][CH2:17][CH:16]3[C:21](=[O:22])[OH:23])[cH:31][cH:32]1.